From a dataset of the Open Reaction Database (ORD), a public repository of structured organic reaction records. describe an organic reaction: reactants, conditions, products, and yield Reactants: C1=CC=CC=2C3=CC=CC=C3C(C12)COC(NC1CCN(CC1)C(C1=CC=C(C=C1)NC=1N=CC2=C(N(CC(C(N2C)=O)(F)F)C2CCC2)N1)=O)=O ({1-[4-(9-cyclobutyl-7,7-difluoro-5-methyl-6-oxo-6,7,8,9-tetrahydro-5H-pyrimido[4,5-b][1,4]diazepin-2-ylamino)-benzoyl]-piperidin-4-yl}-carbamic acid 9H-fluoren-9-ylmethyl ester), N1CCCCC1 (piperidine). Run in ClCCl (dichloromethane). Conditions: time 1 hour. Product: NC1CCN(CC1)C(=O)C1=CC=C(C=C1)NC=1N=CC2=C(N(CC(C(N2C)=O)(F)F)C2CCC2)N1 (2-[4-(4-amino-piperidine-1-carbonyl)-phenylamino]-9-cyclobutyl-7,7-difluoro-5-methyl-5,7,8,9-tetrahydro-pyrimido[4,5-b][1,4]diazepin-6-one). The yield is 25.2%. Reaction SMILES: C1C2C(COC(=O)[NH:17][CH:18]3[CH2:23][CH2:22][N:21]([C:24](=[O:51])[C:25]4[CH:30]=[CH:29][C:28]([NH:31][C:32]5[N:33]=[CH:34][C:35]6[N:41]([CH3:42])[C:40](=[O:43])[C:39]([F:45])([F:44])[CH2:38][N:37]([CH:46]7[CH2:49][CH2:48][CH2:47]7)[C:36]=6[N:50]=5)=[CH:27][CH:26]=4)[CH2:20][CH2:19]3)C3C(=CC=CC=3)C=2C=CC=1.N1CCCCC1>ClCCl>[NH2:17][CH:18]1[CH2:23][CH2:22][N:21]([C:24]([C:25]2[CH:30]=[CH:29][C:28]([NH:31][C:32]3[N:33]=[CH:34][C:35]4[N:41]([CH3:42])[C:40](=[O:43])[C:39]([F:44])([F:45])[CH2:38][N:37]([CH:46]5[CH2:47][CH2:48][CH2:49]5)[C:36]=4[N:50]=3)=[CH:27][CH:26]=2)=[O:51])[CH2:20][CH2:19]1. Procedure details: A mixture of 0.220 g (0.31 mmole) of {1-[4-(9-cyclobutyl-7,7-difluoro-5-methyl-6-oxo-6,7,8,9-tetrahydro-5H-pyrimido[4,5-b][1,4]diazepin-2-ylamino)-benzoyl]-piperidin-4-yl}-carbamic acid 9H-fluoren-9-ylmethyl ester, 1 mL of piperidine and 5 mL of dichloromethane was stirred for 1 hour and then concentrated under reduced pressure. The residue was purified by silica gel chromatography, eluting with dichloromethane-methanol-ammonium hydroxide (92:8:0.3) to give 0.038 g of 2-[4-(4-amino-piperidine-1-...